Dataset: the Open Reaction Database (ORD), a public repository of structured organic reaction records. Task: describe an organic reaction: reactants, conditions, products, and yield The reactants are CC(C)(C)[Si](OCCN1CCCN(c2ccc(N3CC(CNC(=O)c4ccc(Cl)s4)OC3=O)cc2Cl)C1=O)(c1ccccc1)c1ccccc1, C1CCOC1, CCCC[N+](CCCC)(CCCC)CCCC, CCOC(C)=O, [Cl-], [F-], [Na+], O. Product: O=C(NCC1CN(c2ccc(N3CCCN(CCO)C3=O)c(Cl)c2)C(=O)O1)c1ccc(Cl)s1. RXN SMILES: [C:1]([Si:2]([c:3]1[cH:4][cH:5][cH:39][cH:40][cH:41]1)([O:6][CH2:7][CH2:8][N:9]1[C:10](=[O:38])[N:11]([c:15]2[c:16]([Cl:37])[cH:17][c:18]([N:21]3[C:22](=[O:36])[O:23][CH:24]([CH2:26][NH:27][C:28](=[O:29])[c:30]4[s:31][c:32]([Cl:35])[cH:33][cH:34]4)[CH2:25]3)[cH:19][cH:20]2)[CH2:12][CH2:13][CH2:14]1)[c:42]1[cH:43][cH:44][cH:45][cH:46][cH:47]1)([CH3:48])([CH3:49])[CH3:50].[CH2:72]1[O:73][CH2:74][CH2:75][CH2:76]1.[CH3:52][CH2:53][CH2:54][CH2:55][N+:56]([CH2:57][CH2:58][CH2:59][CH3:60])([CH2:61][CH2:62][CH2:63][CH3:64])[CH2:65][CH2:66][CH2:67][CH3:68].[CH3:77][CH2:78][O:79][C:80](=[O:81])[CH3:82].[Cl-:71].[F-:51].[Na+:70].[OH2:69]>>[OH:6][CH2:7][CH2:8][N:9]1[C:10](=[O:38])[N:11]([c:15]2[c:16]([Cl:37])[cH:17][c:18]([N:21]3[C:22](=[O:36])[O:23][CH:24]([CH2:26][NH:27][C:28](=[O:29])[c:30]4[s:31][c:32]([Cl:35])[cH:33][cH:34]4)[CH2:25]3)[cH:19][cH:20]2)[CH2:12][CH2:13][CH2:14]1.